Dataset: the Open Reaction Database (ORD), a public repository of structured organic reaction records. Task: describe an organic reaction: reactants, conditions, products, and yield Reactants: COC(\C=C\C=1C=CC2=C(C(N(C3(CCN(CC3)C(=O)OC(C)(C)C)O2)CC2=CC=CC=C2)=O)C1)=O ((E)-3-{1′-tert-butoxycarbonyl-3,4-dihydro-3-benzyl-4-oxo-spiro[2H-(1,3)-benzoxazine-2,4′-piperidin]-6-yl}-acrylic acid methyl ester), COC(\C=C\C=1C=CC2=C(C(N(C3(CCN(CC3)C(=O)OC(C)(C)C)O2)CC2=CC=CC=C2)=O)C1)=O ((E)-3-{1′-tert-butoxycarbonyl-3,4-dihydro-3-benzyl-4-oxo-spiro[2H-(1,3)-benzoxazine-2,4′-piperidin]-6-yl}-acrylic acid methyl ester), [OH-].[Na+] (NaOH). The product is C(C)(C)(C)OC(=O)N1CCC2(CC1)OC1=C(C(N2CC2=CC=CC=C2)=O)C=C(C=C1)/C=C/C(=O)O ((E)-3-{1′-tert-butoxycarbonyl-3,4-dihydro-3-benzyl-4-oxo-spiro[2H-(1,3)-benzoxazine-2,4′-piperidin]-6-yl}-acrylic acid). The yield is 96.2%. As a reaction SMILES: C[O:2][C:3](=[O:36])/[CH:4]=[CH:5]/[C:6]1[CH:7]=[CH:8][C:9]2[O:26][C:13]3([CH2:18][CH2:17][N:16]([C:19]([O:21][C:22]([CH3:25])([CH3:24])[CH3:23])=[O:20])[CH2:15][CH2:14]3)[N:12]([CH2:27][C:28]3[CH:33]=[CH:32][CH:31]=[CH:30][CH:29]=3)[C:11](=[O:34])[C:10]=2[CH:35]=1.[OH-].[Na+]>>[C:22]([O:21][C:19]([N:16]1[CH2:17][CH2:18][C:13]2([N:12]([CH2:27][C:28]3[CH:29]=[CH:30][CH:31]=[CH:32][CH:33]=3)[C:11](=[O:34])[C:10]3[CH:35]=[C:6](/[CH:5]=[CH:4]/[C:3]([OH:36])=[O:2])[CH:7]=[CH:8][C:9]=3[O:26]2)[CH2:14][CH2:15]1)=[O:20])([CH3:25])([CH3:23])[CH3:24] |f:1.2|. Reported procedure: (E)-3-{1′-tert-butoxycarbonyl-3,4-dihydro-3-benzyl-4-oxo-spiro[2H-(1,3)-benzoxazine-2,4′-piperidin]-6-yl}-acrylic acid methyl ester (800 mg, 1.63 mmol, Intermediate 6, Step A) was hydrolyzed with NaOH following the procedure described in Example 1, Step A, to give (E)-3-{1′-tert-butoxycarbonyl-3,4-dihydro-3-benzyl-4-oxo-spiro[2H-(1,3)-benzoxazine-2,4′-piperidin]-6-yl}-acrylic acid as a white solid (750 mg, 96%). The resulting product was treated with NH2OTHP according to the procedure described ... Reactants: F[C@@H]1C2=CC(C=C[C@@]2([C@]2([C@H](C[C@@]3(C(=CC[C@H]3[C@@H]2C1)C(CO)=O)C)O)F)C)=O ((6S,8S,9R,10S,11S,13S,14S)-6,9-Difluoro-11-hydroxy-17-(2-hydroxy-acetyl)-10,13-dimethyl-6,7,8,9,10,11,12,13,14,15-decahydro cyclopenta[a]phenanthren-3-one), C(C1=CC=CC=C1)N(COC)C[Si](C)(C)C (N-benzyl-1-methoxy-N-((trimethylsilyl)methyl)methanamine), C=1(C(=CC=CC1)C)C (Xylene), C(=O)(C(F)(F)F)O (TFA). Run in C(Cl)Cl (DCM), C(Cl)Cl.CCOC(=O)C (DCM AcOEt). Run at temperature 140 celsius. The product is C(C1=CC=CC=C1)N1C[C@@H]2C[C@@H]3[C@](C[C@@H]([C@@]4([C@]5(C=CC(C=C5[C@H](C[C@@H]34)F)=O)C)F)O)([C@@]2(C1)C(CO)=O)C ((4aS,4bR,5S,6aS,6bS,9aR,10aS,10bS,12S)-8-Benzyl-4b,12-difluoro-5-hydroxy-6b-(2-hydroxy-acetyl)-4a,6a-dimethyl-4b,5,6,6a,6b,7,8,9,9a,10,10a,10b,11,12-tetradecahydro-4aH-8-aza-pentaleno[2,1-a]phenanthren-2-one). Yield: 55.1%. Reaction SMILES: [F:1][C@H:2]1[CH2:18][C@@H:17]2[C@:9]([F:25])([C@@H:10]([OH:24])[CH2:11][C@@:12]3([CH3:23])[C@H:16]2[CH2:15][CH:14]=[C:13]3[C:19](=[O:22])[CH2:20][OH:21])[C@:8]2([CH3:26])[C:3]1=[CH:4][C:5](=[O:27])[CH:6]=[CH:7]2.[CH2:28]([N:35]([CH2:39][Si](C)(C)C)[CH2:36]OC)[C:29]1[CH:34]=[CH:33][CH:32]=[CH:31][CH:30]=1.C1(C)C(C)=CC=CC=1.C(O)(C(F)(F)F)=O>C(Cl)Cl.C(Cl)Cl.CCOC(C)=O>[CH2:28]([N:35]1[CH2:39][C@:13]2([C:19](=[O:22])[CH2:20][OH:21])[C@@H:14]([CH2:15][C@H:16]3[C@H:17]4[C@@:9]([F:25])([C@:8]5([CH3:26])[C:3]([C@@H:2]([F:1])[CH2:18]4)=[CH:4][C:5](=[O:27])[CH:6]=[CH:7]5)[C@@H:10]([OH:24])[CH2:11][C@@:12]32[CH3:23])[CH2:36]1)[C:29]1[CH:34]=[CH:33][CH:32]=[CH:31][CH:30]=1 |f:5.6|. Procedure: A mixture of intermediate 6 (95 mg, 0.185 mmol), N-benzyl-1-methoxy-N-((trimethylsilyl)methyl)methanamine (500 mg) and then Xylene (5 ml) containing 0.01% of TFA is placed in a closed vessel and heated at 140° C. for 1 hour. The solvent is removed under vacuum, and the residue is purified by silica gel cartridge eluting with DCM to DCM:AcOEt 6:4 leading to the title compound (52 mg, 0.102 mmol, 54.9% yield). Starting materials: COC(=O)Cl, Cl, NC1CCN(c2ccc(N3CC(CN(C(=O)OCC(Cl)(Cl)Cl)c4ccon4)OC3=O)cc2F)C1. Yields the product COC(=O)NC1CCN(c2ccc(N3CC(CN(C(=O)OCC(Cl)(Cl)Cl)c4ccon4)OC3=O)cc2F)C1. RXN SMILES: [Cl:36][C:37](=[O:38])[O:39][CH3:40].[ClH:1].[NH2:2][CH:3]1[CH2:4][N:5]([c:8]2[c:9]([F:35])[cH:10][c:11]([N:14]3[C:15](=[O:34])[O:16][CH:17]([CH2:19][N:20]([C:21](=[O:22])[O:23][CH2:24][C:25]([Cl:26])([Cl:27])[Cl:28])[c:29]4[n:30][o:31][cH:32][cH:33]4)[CH2:18]3)[cH:12][cH:13]2)[CH2:6][CH2:7]1>>[NH:2]([CH:3]1[CH2:4][N:5]([c:8]2[c:9]([F:35])[cH:10][c:11]([N:14]3[C:15](=[O:34])[O:16][CH:17]([CH2:19][N:20]([C:21](=[O:22])[O:23][CH2:24][C:25]([Cl:26])([Cl:27])[Cl:28])[c:29]4[n:30][o:31][cH:32][cH:33]4)[CH2:18]3)[cH:12][cH:13]2)[CH2:6][CH2:7]1)[C:37](=[O:38])[O:39][CH3:40]. The reactants are O=[Al-]=O.[Na+] (sodium aluminate), [Si]([O-])([O-])([O-])[O-].[Na+].[Na+].[Na+].[Na+] (sodium silicate), O=[Al-]=O.[Na+] (sodium aluminate), siloxane, [Si](O)(O)(O)O (silicic acid), aluminate, [Si]([O-])([O-])([O-])[O-].[Na+].[Na+].[Na+].[Na+] (sodium silicate). The product is [O-][Si](=O)[O-].[O-][Si](=O)[O-].[Na+].[Al+3] (sodium aluminosilicate). RXN SMILES: [Si:1]([O-])([O-:4])([O-:3])[O-:2].[Na+:6].[Na+].[Na+].[Na+].[Si:10](O)([OH:13])([OH:12])[OH:11].O=[Al-:16]=O.[Na+]>>[O-:3][Si:1]([O-:4])=[O:2].[O-:12][Si:10]([O-:13])=[O:11].[Na+:6].[Al+3:16] |f:0.1.2.3.4,6.7,8.9.10.11|. Reported procedure: The thus obtained polymeric sodium silicate is used as a silicic acid source, to which is added an alkali aluminate, for example, sodium aluminate (a molar ratio of Na2O to Al2O3 1.5 - 3.0 : 1) in a molar ratio of SiO2 to Al2O3 of 1.0 - 2.0 : 1. Thereby, the sodium aluminate is bonded with polymeric sodium silicate by the lattice siloxane structure as a frame to produce sodium aluminosilicate, (1.0 - 2.0) SiO2.Al2O3.(2.0 - 1.0)Na2O. Here, part of sodium hydroxide is isolated according to an amou... Starting materials: CC(=O)OC(C)=O, N#Cc1ccc(Cl)cc1N, O. Product: CC(=O)Nc1cc(Cl)ccc1C#N. RXN SMILES: [CH3:11][C:12](=[O:13])[O:14][C:15](=[O:16])[CH3:17].[NH2:1][c:2]1[c:3]([C:4]#[N:5])[cH:6][cH:7][c:8]([Cl:10])[cH:9]1.[OH2:18]>>[NH:1]([c:2]1[c:3]([C:4]#[N:5])[cH:6][cH:7][c:8]([Cl:10])[cH:9]1)[C:12]([CH3:11])=[O:13]. The reactants are FC=1C=[N+](C=CC1[N+](=O)[O-])[O-] (3-fluoro-4-nitropyridine-N-oxide), C(C)C=1NC=CN1 (2-ethylimidazole), C(=O)(N1C=NC=C1)N1C=NC=C1 (carbonyldiimidazole). Reagents/catalysts: [Pd] (Pd-C). Product: C(C)C1=NC=C2N1C1=C(NC2=O)C=CN=C1 (1-Ethylimidazo[1,5-a]pyrido[4,5-e]pyrazine-4(5H)-one). As a reaction SMILES: F[C:2]1[CH:3]=[N+:4]([O-])[CH:5]=[CH:6][C:7]=1[N+:8]([O-])=O.[CH2:12]([C:14]1[NH:15][CH:16]=[CH:17][N:18]=1)[CH3:13].[C:19](N1C=CN=C1)(N1C=CN=C1)=[O:20]>[Pd]>[CH2:12]([C:14]1[N:18]2[C:2]3[CH:3]=[N:4][CH:5]=[CH:6][C:7]=3[NH:8][C:19](=[O:20])[C:17]2=[CH:16][N:15]=1)[CH3:13]. Reported procedure: Prepare by reaction of 3-fluoro-4-nitropyridine-N-oxide with 2-ethylimidazole followed by hydrogenation with Pd-C and cyclization with carbonyldiimidazole to provide the title compound. The reactants are COCCNCCOC (bis(2-methoxyethyl)amine), N1=CC=CC=C1 (pyridine), C(OC(C)Cl)(=O)Cl (1-chloroethyl carbonochloridate). The solvent is C(Cl)Cl (methylene chloride). Conditions: temperature -78 celsius, time 3 hour. Product: COCCN(C(OC(C)Cl)=O)CCOC (1-chloroethyl bis(2-methoxyethyl)carbamate). RXN SMILES: [CH3:1][O:2][CH2:3][CH2:4][NH:5][CH2:6][CH2:7][O:8][CH3:9].N1C=CC=CC=1.[C:16](Cl)(=[O:21])[O:17][CH:18]([Cl:20])[CH3:19]>C(Cl)Cl>[CH3:1][O:2][CH2:3][CH2:4][N:5]([CH2:6][CH2:7][O:8][CH3:9])[C:16](=[O:21])[O:17][CH:18]([Cl:20])[CH3:19]. Procedure details: To a cooled solution of bis(2-methoxyethyl)amine (1.94 g, 14.5 mmol, Aldrich) and pyridine (1.26 g, 1.29 mL, 15.9 mmol) in methylene chloride (18 mL) at −78° C., was added slowly 1-chloroethyl carbonochloridate (1.98 g, 1.5 mL, 13.8 mmol, Aldrich) over ˜15 min. The reaction mixture was allowed to stir at −78° C. for 3 h, giving a white precipitate. This cold reaction mixture was filtered to remove the solid and the filtrate was concentrated to dryness, giving the crude 1-chloroethyl bis(2-methox... Starting materials: C1CCOC1, CC(C)(C)[O-], CI, N#CCc1ccc(Cl)cc1I, [Na+]. Product: CC(C#N)c1ccc(Cl)cc1I. Reaction SMILES: [CH2:20]1[O:21][CH2:22][CH2:23][CH2:24]1.[CH3:12][C:13]([CH3:14])([O-:15])[CH3:16].[CH3:18][I:19].[Cl:1][c:2]1[cH:3][c:4]([I:11])[c:5]([CH2:8][C:9]#[N:10])[cH:6][cH:7]1.[Na+:17]>>[Cl:1][c:2]1[cH:3][c:4]([I:11])[c:5]([CH:8]([C:9]#[N:10])[CH3:12])[cH:6][cH:7]1. Reactants: [Al+3], CC(C)c1ccccc1, [Cl-], [Cl-], [Cl-], ClCCCl, Cl, O=C1CCC(=O)O1. The product is CC(C)c1ccc(C(=O)CCC(=O)O)cc1. RXN SMILES: [Al+3:2].[CH3:12][CH:13]([CH3:14])[c:15]1[cH:16][cH:17][cH:18][cH:19][cH:20]1.[Cl-:1].[Cl-:3].[Cl-:4].[Cl:21][CH2:22][CH2:23][Cl:24].[ClH:25].[O:5]=[C:6]1[CH2:7][CH2:8][C:9](=[O:10])[O:11]1>>[O:5]=[C:6]([CH2:7][CH2:8][C:9](=[O:10])[c:18]1[cH:17][cH:16][c:15]([CH:13]([CH3:12])[CH3:14])[cH:20][cH:19]1)[OH:11].